Dataset: the Open Reaction Database (ORD), a public repository of structured organic reaction records. Task: describe an organic reaction: reactants, conditions, products, and yield Starting materials: C1COCCO1, COC(=O)C1CCC(NC(=O)C(C)NC(=O)c2cnc3n2C(C)(Cc2ccc(C#N)cc2)C(=O)N3c2cc(Cl)cc(Cl)c2)C1, Cl. Product: CC(NC(=O)c1cnc2n1C(C)(Cc1ccc(C#N)cc1)C(=O)N2c1cc(Cl)cc(Cl)c1)C(=O)NC1CCC(C(=O)O)C1. As a reaction SMILES: [CH2:46]1[O:47][CH2:48][CH2:49][O:50][CH2:51]1.[CH3:1][O:2][C:3](=[O:4])[CH:5]1[CH2:6][CH:7]([NH:10][C:11]([CH:12]([CH3:13])[NH:14][C:15](=[O:16])[c:17]2[cH:18][n:19][c:20]3[n:21]2[C:22]([CH3:34])([CH2:35][c:36]2[cH:37][cH:38][c:39]([C:42]#[N:43])[cH:40][cH:41]2)[C:23](=[O:33])[N:24]3[c:25]2[cH:26][c:27]([Cl:32])[cH:28][c:29]([Cl:31])[cH:30]2)=[O:44])[CH2:8][CH2:9]1.[ClH:45]>>[O:2]=[C:3]([OH:4])[CH:5]1[CH2:6][CH:7]([NH:10][C:11]([CH:12]([CH3:13])[NH:14][C:15](=[O:16])[c:17]2[cH:18][n:19][c:20]3[n:21]2[C:22]([CH3:34])([CH2:35][c:36]2[cH:37][cH:38][c:39]([C:42]#[N:43])[cH:40][cH:41]2)[C:23](=[O:33])[N:24]3[c:25]2[cH:26][c:27]([Cl:32])[cH:28][c:29]([Cl:31])[cH:30]2)=[O:44])[CH2:8][CH2:9]1.